This data is from the Open Reaction Database (ORD), a public repository of structured organic reaction records. The task is: describe an organic reaction: reactants, conditions, products, and yield Starting materials: NCCCCCN1CCN(CC=2C=CC=C(CN(CCC1)S(=O)(=O)C1=C(C=CC=C1)[N+](=O)[O-])N2)S(=O)(=O)C2=C(C=CC=C2)[N+](=O)[O-] (6-(5-amino-1-pentanyl)-3,10-bis(2-nitrobenzenesulfonyl)-3,6,10,16-tetraazabicyclo[10.3.1]hexadeca-1(16),12,14-triene), C1CCC(CC1)N=C=NC2CCCCC2 (DCC), C=1C=CC2=C(C1)N=NN2O (HOBT), C1(=CC=C2C=CC3=CC=CC4=CC=C1C2=C34)C(=O)O (1-pyrenecarboxylic acid). Solvent: C1CCOC1 (THF). Run at time 30 minute. Yields the product C1(=CC=C2C=CC3=CC=CC4=CC=C1C2=C34)C(=O)NCCCCCN3CCN(CC=4C=CC=C(CN(CCC3)S(=O)(=O)C3=C(C=CC=C3)[N+](=O)[O-])N4)S(=O)(=O)C4=C(C=CC=C4)[N+](=O)[O-] (6-[5-(1-Pyrenecarbonylamino)-1-pentanyl]-3,10-bis(2-nitrobenzenesulfonyl)-3,6,10,16-tetraazabicyclo[10.3.1]-hexadeca-1(16),12,14-triene). Yield: 65.5%. As a reaction SMILES: [C:1]1([C:17](O)=[O:18])[C:14]2[C:15]3=[C:16]4[C:11](=[CH:12][CH:13]=2)[CH:10]=[CH:9][CH:8]=[C:7]4[CH:6]=[CH:5][C:4]3=[CH:3][CH:2]=1.C1CCC(N=C=NC2CCCCC2)CC1.C1C=CC2N(O)N=NC=2C=1.[NH2:45][CH2:46][CH2:47][CH2:48][CH2:49][CH2:50][N:51]1[CH2:65][CH2:64][CH2:63][N:62]([S:66]([C:69]2[CH:74]=[CH:73][CH:72]=[CH:71][C:70]=2[N+:75]([O-:77])=[O:76])(=[O:68])=[O:67])[CH2:61][C:60]2[N:78]=[C:56]([CH:57]=[CH:58][CH:59]=2)[CH2:55][N:54]([S:79]([C:82]2[CH:87]=[CH:86][CH:85]=[CH:84][C:83]=2[N+:88]([O-:90])=[O:89])(=[O:81])=[O:80])[CH2:53][CH2:52]1>C1COCC1>[C:1]1([C:17]([NH:45][CH2:46][CH2:47][CH2:48][CH2:49][CH2:50][N:51]2[CH2:65][CH2:64][CH2:63][N:62]([S:66]([C:69]3[CH:74]=[CH:73][CH:72]=[CH:71][C:70]=3[N+:75]([O-:77])=[O:76])(=[O:67])=[O:68])[CH2:61][C:60]3[N:78]=[C:56]([CH:57]=[CH:58][CH:59]=3)[CH2:55][N:54]([S:79]([C:82]3[CH:87]=[CH:86][CH:85]=[CH:84][C:83]=3[N+:88]([O-:90])=[O:89])(=[O:81])=[O:80])[CH2:53][CH2:52]2)=[O:18])[C:14]2[C:15]3=[C:16]4[C:11](=[CH:12][CH:13]=2)[CH:10]=[CH:9][CH:8]=[C:7]4[CH:6]=[CH:5][C:4]3=[CH:3][CH:2]=1. Reported procedure: A solution of 1-pyrenecarboxylic acid (0.22 g, 0.89 mmol) and 4-methymoroholine (0.12 g, 1.14 mmol) in 5 mL of anhydrous THF was stirred for 30 min. After addition of DCC (0.16 g, 0.76 mmol) and HOBT (0.11 g, 0.76 mmol), the solution was stirred another 30 min. A solution of 6-(5-amino-1-pentanyl)-3,10-bis(2-nitrobenzenesulfonyl)-3,6,10,16-tetraazabicyclo[10.3.1]hexadeca-1(16),12,14-triene (0.51 g, 0.76 mmol) was added into the above solution and stirred at rt overnight. The solvent was evaporat...